Dataset: the Open Reaction Database (ORD), a public repository of structured organic reaction records. Task: describe an organic reaction: reactants, conditions, products, and yield Reactants: CC1=NNC(=C1)C (3,5-dimethylpyrazole), ClS(=O)(=O)C1=NN(C=N1)C(N(C)C)=O (3-chlorosulfonyl-1-dimethylcarbamoyl-1H-1,2,4-triazole), C([O-])([O-])=O.[K+].[K+] (potassium carbonate). Run in C(C)#N (acetonitrile). Conditions: temperature 50 celsius, time 2 hour. The product is CC1=NN(C(=C1)C)S(=O)(=O)C1=NN(C=N1)C(N(C)C)=O (3-(3,5-Dimethylpyrazol-1-yl)sulfonyl-1-dimethylcarbamoyl-1H-1,2,4-triazole). Isolated yield 67.7%. Reaction SMILES: [CH3:1][C:2]1[CH:6]=[C:5]([CH3:7])[NH:4][N:3]=1.Cl[S:9]([C:12]1[N:16]=[CH:15][N:14]([C:17](=[O:21])[N:18]([CH3:20])[CH3:19])[N:13]=1)(=[O:11])=[O:10].C(=O)([O-])[O-].[K+].[K+]>C(#N)C>[CH3:1][C:2]1[CH:6]=[C:5]([CH3:7])[N:4]([S:9]([C:12]2[N:16]=[CH:15][N:14]([C:17](=[O:21])[N:18]([CH3:19])[CH3:20])[N:13]=2)(=[O:10])=[O:11])[N:3]=1 |f:2.3.4|. Reported procedure: A mixture of 3,5-dimethylpyrazole (100 mg), 3-chlorosulfonyl-1-dimethylcarbamoyl-1H-1,2,4-triazole (Example 54-a) (480 mg), anhydrous potassium carbonate (280 mg), and acetonitrile (1.5 ml) was heated and stirred for 2 hours on an oil bath at 50° C. The reaction solution was extracted with ethyl acetate-water. The organic layer was washed with saturated aqueous sodium chloride solution, and concentrated. The residue was subjected to a silica-gel column chromatography with 20 to 30% (20% 2-propan... Reactants: ClC1=C(C=C(C=C1)B(O)O)C(F)(F)F (4-Chloro-3-trifluoromethylphenylboronic acid), FC=1C=C(C=C(C1NS(=O)(=O)C)F)C(C)NC(=O)C=1N=C(OC1)Cl (2-chloro-oxazole-4-carboxylic acid [1-(3,5-difluoro-4-methanesulfonylamino-phenyl)-ethyl]-amide), C(=O)([O-])[O-].[Cs+].[Cs+] (Cs2CO3). The reagents and catalysts are Cl[Pd]([P](C1=CC=CC=C1)(C2=CC=CC=C2)C3=CC=CC=C3)([P](C4=CC=CC=C4)(C5=CC=CC=C5)C6=CC=CC=C6)Cl (Pd(PPh3)2Cl2). The product is FC=1C=C(C=C(C1NS(=O)(=O)C)F)C(C)NC(=O)C=1N=C(OC1)C1=CC(=C(C=C1)Cl)C(F)(F)F (2-(4-Chloro-3-trifluoromethyl-phenyl)-oxazole-4-carboxylic acid [1-(3,5-difluoro-4-methanesulfonylamino-phenyl)-ethyl]-amide). Isolated yield 25.0%. Reaction SMILES: [Cl:1][C:2]1[CH:7]=[CH:6][C:5](B(O)O)=[CH:4][C:3]=1[C:11]([F:14])([F:13])[F:12].[F:15][C:16]1[CH:17]=[C:18]([CH:28]([NH:30][C:31]([C:33]2[N:34]=[C:35](Cl)[O:36][CH:37]=2)=[O:32])[CH3:29])[CH:19]=[C:20]([F:27])[C:21]=1[NH:22][S:23]([CH3:26])(=[O:25])=[O:24].C([O-])([O-])=O.[Cs+].[Cs+]>Cl[Pd](Cl)([P](C1C=CC=CC=1)(C1C=CC=CC=1)C1C=CC=CC=1)[P](C1C=CC=CC=1)(C1C=CC=CC=1)C1C=CC=CC=1>[F:27][C:20]1[CH:19]=[C:18]([CH:28]([NH:30][C:31]([C:33]2[N:34]=[C:35]([C:5]3[CH:6]=[CH:7][C:2]([Cl:1])=[C:3]([C:11]([F:14])([F:13])[F:12])[CH:4]=3)[O:36][CH:37]=2)=[O:32])[CH3:29])[CH:17]=[C:16]([F:15])[C:21]=1[NH:22][S:23]([CH3:26])(=[O:25])=[O:24] |f:2.3.4,^1:47,66|. Procedure details: 4-Chloro-3-trifluoromethylphenylboronic acid (58.3 mg, 0.26 mmol) and 2-chloro-oxazole-4-carboxylic acid [1-(3,5-difluoro-4-methanesulfonylamino-phenyl)-ethyl]-amide (50 mg, 0.13 mmol) was reacted using Pd(PPh3)2Cl2 (7 mg, 0.01 mmol), Cs2CO3 (127 mg, 0.39 mmol) as described above to give the title compound (17 mg, 25%) after purification by flash chromatography on silica gel (hexane: EtOAc=1:1).